This data is from the Open Reaction Database (ORD), a public repository of structured organic reaction records. The task is: describe an organic reaction: reactants, conditions, products, and yield Reactants: C(C)C=1C(NC(NC1C(C1=CC(=CC(=C1)C)C)=O)=O)=O (5-Ethyl-6-(3,5-dimethylbenzoyl)-2,4-pyrimidinedione), FC(OC1=CC=C(CBr)C=C1)(F)F (4-trifluoromethoxybenzyl bromide). Yields the product FC(OC1=CC=C(CN2C(NC(C(=C2C(C2=CC(=CC(=C2)C)C)=O)CC)=O)=O)C=C1)(F)F (1-(4-Trifluoromethoxybenzyl)-5-ethyl-6-(3,5-dimethylbenzoyl)-2,4-pyrimidinedione). Yield: 63.8%. Reaction SMILES: [CH2:1]([C:3]1[C:4](=[O:20])[NH:5][C:6](=[O:19])[NH:7][C:8]=1[C:9](=[O:18])[C:10]1[CH:15]=[C:14]([CH3:16])[CH:13]=[C:12]([CH3:17])[CH:11]=1)[CH3:2].[F:21][C:22]([F:33])([F:32])[O:23][C:24]1[CH:31]=[CH:30][C:27]([CH2:28]Br)=[CH:26][CH:25]=1>>[F:21][C:22]([F:32])([F:33])[O:23][C:24]1[CH:31]=[CH:30][C:27]([CH2:28][N:7]2[C:8]([C:9](=[O:18])[C:10]3[CH:11]=[C:12]([CH3:17])[CH:13]=[C:14]([CH3:16])[CH:15]=3)=[C:3]([CH2:1][CH3:2])[C:4](=[O:20])[NH:5][C:6]2=[O:19])=[CH:26][CH:25]=1. Procedure: 5-Ethyl-6-(3,5-dimethylbenzoyl)-2,4-pyrimidinedione and 4-trifluoromethoxybenzyl bromide were reacted by the same way with the example 1 to obtain the titled compound (285 mg, yield: 63.8%).